From a dataset of the Open Reaction Database (ORD), a public repository of structured organic reaction records. describe an organic reaction: reactants, conditions, products, and yield The reactants are C1CCOC1, CCCC[N+](CCCC)(CCCC)CCCC, [F-], Cc1ccc(C#C[Si](C)(C)C)cc1NC(=O)C(F)(F)F, O. The product is C#Cc1ccc(C)c(NC(=O)C(F)(F)F)c1. Reaction SMILES: [CH2:39]1[O:40][CH2:41][CH2:42][CH2:43]1.[CH3:22][CH2:23][CH2:24][CH2:25][N+:26]([CH2:27][CH2:28][CH2:29][CH3:30])([CH2:31][CH2:32][CH2:33][CH3:34])[CH2:35][CH2:36][CH2:37][CH3:38].[F-:21].[F:1][C:2]([C:3](=[O:4])[NH:5][c:6]1[c:7]([CH3:18])[cH:8][cH:9][c:10]([C:12]#[C:13][Si:14]([CH3:15])([CH3:16])[CH3:17])[cH:11]1)([F:19])[F:20].[OH2:44]>>[F:1][C:2]([C:3](=[O:4])[NH:5][c:6]1[c:7]([CH3:18])[cH:8][cH:9][c:10]([C:12]#[CH:13])[cH:11]1)([F:19])[F:20]. The reactants are N#Cc1c[nH]c2ccc(CCNC(=O)c3ccc(-c4ccnc(Cl)n4)cc3)cc12, CS(C)=O, NCCN1CCNC1=O. The product is N#Cc1c[nH]c2ccc(CCNC(=O)c3ccc(-c4ccnc(NCCN5CCNC5=O)n4)cc3)cc12. RXN SMILES: [C:10](#[N:11])[c:12]1[cH:13][nH:14][c:15]2[cH:16][cH:17][c:18]([CH2:21][CH2:22][NH:23][C:24]([c:25]3[cH:26][cH:27][c:28](-[c:31]4[n:32][c:33]([Cl:37])[n:34][cH:35][cH:36]4)[cH:29][cH:30]3)=[O:38])[cH:19][c:20]12.[CH3:39][S:40]([CH3:41])=[O:42].[O:1]=[C:2]1[N:3]([CH2:7][CH2:8][NH2:9])[CH2:4][CH2:5][NH:6]1>>[O:1]=[C:2]1[N:3]([CH2:7][CH2:8][NH:9][c:33]2[n:32][c:31](-[c:28]3[cH:27][cH:26][c:25]([C:24]([NH:23][CH2:22][CH2:21][c:18]4[cH:17][cH:16][c:15]5[nH:14][cH:13][c:12]([C:10]#[N:11])[c:20]5[cH:19]4)=[O:38])[cH:30][cH:29]3)[cH:36][cH:35][n:34]2)[CH2:4][CH2:5][NH:6]1. The reactants are C12(CC3CC(CC(C1)C3)C2)C=2C=C(C=CC2O)C=2C=C3C=CC(=CC3=CC2)C(=O)OC (methyl 6-[3-(1-adamantyl)-4-hydroxyphenyl]-2-naphthoate), C1(=CC=CC=C1)C(NCCCBr)(C1=CC=CC=C1)C1=CC=CC=C1 (N-triphenylmethyl-3-bromopropylamine), [H-].[Na+] (sodium hydride), O (water). The solvent is CN(C)C=O (DMF), CN(C)C=O (DMF), CN(C)C=O (DMF). Yields the product C12(CC3CC(CC(C1)C3)C2)C=2C=C(C=CC2OCCCNC(C2=CC=CC=C2)(C2=CC=CC=C2)C2=CC=CC=C2)C=2C=C3C=CC(=CC3=CC2)C(=O)OC (Methyl 6-[3-(1-adamantyl)-4-(N-triphenylmethyl-3-aminopropyloxy)phenyl]-2-naphthoate). As a reaction SMILES: [H-].[Na+].[C:3]12([C:13]3[CH:14]=[C:15]([C:20]4[CH:21]=[C:22]5[C:27](=[CH:28][CH:29]=4)[CH:26]=[C:25]([C:30]([O:32][CH3:33])=[O:31])[CH:24]=[CH:23]5)[CH:16]=[CH:17][C:18]=3[OH:19])[CH2:12][CH:7]3[CH2:8][CH:9]([CH2:11][CH:5]([CH2:6]3)[CH2:4]1)[CH2:10]2.[C:34]1([C:40]([C:52]2[CH:57]=[CH:56][CH:55]=[CH:54][CH:53]=2)([C:46]2[CH:51]=[CH:50][CH:49]=[CH:48][CH:47]=2)[NH:41][CH2:42][CH2:43][CH2:44]Br)[CH:39]=[CH:38][CH:37]=[CH:36][CH:35]=1.O>CN(C=O)C>[C:3]12([C:13]3[CH:14]=[C:15]([C:20]4[CH:21]=[C:22]5[C:27](=[CH:28][CH:29]=4)[CH:26]=[C:25]([C:30]([O:32][CH3:33])=[O:31])[CH:24]=[CH:23]5)[CH:16]=[CH:17][C:18]=3[O:19][CH2:44][CH2:43][CH2:42][NH:41][C:40]([C:52]3[CH:57]=[CH:56][CH:55]=[CH:54][CH:53]=3)([C:34]3[CH:35]=[CH:36][CH:37]=[CH:38][CH:39]=3)[C:46]3[CH:51]=[CH:50][CH:49]=[CH:48][CH:47]=3)[CH2:10][CH:9]3[CH2:11][CH:5]([CH2:6][CH:7]([CH2:8]3)[CH2:12]1)[CH2:4]2 |f:0.1|. Procedure: 360 mg (12 mmol) of sodium hydride (80% in oil) and 50 ml of DMF are introduced into a three-necked round-bottomed flask. A solution of 4.1 g (10 mmol) of methyl 6-[3-(1-adamantyl)-4-hydroxyphenyl]-2-naphthoate in 75 ml of DMF are added dropwise, under a nitrogen stream, and the mixture is stirred until the evolution of gas ceases. A solution of 42 g (11 mmol) of N-triphenylmethyl-3-bromopropylamine in 50 ml of DMF is then introduced dropwise and the mixture is stirred at room temperature for 8 ... Reactants: C(C)(=O)OCC=1C(=NC=CC1C1=NN(C(C(=C1)NC1=NC=C(C=C1)N1[C@H](CN(CC1)C1COC1)C)=O)C)N1C(C2=C(C=C(C=C2C=N1)C(C)(C)C)F)=O ((S)-(2-(6-tert-Butyl-8-fluoro-1-oxophthalazin-2(1H)-yl)-4-(1-methyl-5-(5-(2-methyl-4-(oxetan-3-yl)piperazin-1-yl)pyridin-2-ylamino)-6-oxo-1,6-dihydropyridazin-3-yl)pyridin-3-yl)methyl Acetate), [OH-].[Li+] (lithium hydroxide). The solvent is C1CCOC1.C(C)(C)O (THF i-propanol), O (water). Conditions: temperature 30 celsius, time 1 hour. Product: C(C)(C)(C)C=1C=C2C=NN(C(C2=C(C1)F)=O)C1=NC=CC(=C1CO)C1=NN(C(C(=C1)NC1=NC=C(C=C1)N1[C@H](CN(CC1)C1COC1)C)=O)C (6-tert-butyl-8-fluoro-2-[3-(hydroxymethyl)-4-[1-methyl-5-[[5-[(2S)-2-methyl-4-(oxetan-3-yl)piperazin-1-yl]-2-pyridyl]amino]-6-oxo-pyridazin-3-yl]-2-pyridyl]phthalazin-1-one). Isolated yield 97.8%. As a reaction SMILES: C([O:4][CH2:5][C:6]1[C:7]([N:38]2[N:47]=[CH:46][C:45]3[C:40](=[C:41]([F:52])[CH:42]=[C:43]([C:48]([CH3:51])([CH3:50])[CH3:49])[CH:44]=3)[C:39]2=[O:53])=[N:8][CH:9]=[CH:10][C:11]=1[C:12]1[CH:17]=[C:16]([NH:18][C:19]2[CH:24]=[CH:23][C:22]([N:25]3[CH2:30][CH2:29][N:28]([CH:31]4[CH2:34][O:33][CH2:32]4)[CH2:27][C@@H:26]3[CH3:35])=[CH:21][N:20]=2)[C:15](=[O:36])[N:14]([CH3:37])[N:13]=1)(=O)C.[OH-].[Li+]>C1COCC1.C(O)(C)C.O>[C:48]([C:43]1[CH:44]=[C:45]2[C:40](=[C:41]([F:52])[CH:42]=1)[C:39](=[O:53])[N:38]([C:7]1[C:6]([CH2:5][OH:4])=[C:11]([C:12]3[CH:17]=[C:16]([NH:18][C:19]4[CH:24]=[CH:23][C:22]([N:25]5[CH2:30][CH2:29][N:28]([CH:31]6[CH2:34][O:33][CH2:32]6)[CH2:27][C@@H:26]5[CH3:35])=[CH:21][N:20]=4)[C:15](=[O:36])[N:14]([CH3:37])[N:13]=3)[CH:10]=[CH:9][N:8]=1)[N:47]=[CH:46]2)([CH3:50])([CH3:49])[CH3:51] |f:1.2,3.4|. Procedure details: A mixture of 117d (110 mg, 0.15 mmol) and lithium hydroxide (65 mg, 1.5 mmol) in THF/i-propanol (5/3 mL) and water (2 mL) was stirred at 30° C. for 1 h. The mixture was evaporated under reduced pressure and the residue was extracted with ethyl acetate (2×20 mL). The combined ethyl acetate extract was concentrated under reduced pressure and the residue was purified by reverse-phase prep-HPLC to afford 117 (100 mg, 95%) as a yellow solid. MS-ESI: [M+H]+ 682.4. 1H NMR (500 MHz, CDCl3) δ 8.73 (d, J=... Conditions: temperature 90 celsius. Reported procedure: A mixture of 79.5 g (0.296 mol) of 4-bromo-2-bromomethyl-1-fluorobenzene (prepared according to G. E. Stokker, A. W. Alberts et al., J. Med. Chem., 1986, 29, 170), 126 ml of acetic acid, 82.7 g (0.59 mol) of hexamethylenetetramine and 126 ml of water is heated for 2 hours at reflux. The mixture is cooled to 90° C., 99.5 ml of concentrated hydrochloric acid are added and the mixture is heated for 30 min at reflux. Cooling, extraction with ether, washing with water, washing with an aqueous NaHCO3 ... Starting materials: C(C)(=O)O (acetic acid), C1N2CN3CN1CN(C2)C3 (hexamethylenetetramine), BrC1=CC(=C(C=C1)F)CBr (4-bromo-2-bromomethyl-1-fluorobenzene), Cl (hydrochloric acid). As a reaction SMILES: [Br:1][C:2]1[CH:7]=[CH:6][C:5]([F:8])=[C:4]([CH2:9]Br)[CH:3]=1.C(O)(=[O:13])C.C1N2CN3CN(C2)CN1C3.Cl>O>[Br:1][C:2]1[CH:7]=[CH:6][C:5]([F:8])=[C:4]([CH:3]=1)[CH:9]=[O:13]. Run in O (water). Yields the product BrC=1C=CC(=C(C=O)C1)F (5-Bromo-2-fluorobenzaldehyde). Starting materials: CCN=C=NCCCN(C)C, CCN(C(C)C)C(C)C, O=C(O)c1ccc(Cl)s1, NCC1CN(c2ccc(N3CCOCC3)c(F)c2)C(=O)O1, CN(C)C=O, O, On1nnc2ccccc21. Yields the product O=C(NCC1CN(c2ccc(N3CCOCC3)c(F)c2)C(=O)O1)c1ccc(Cl)s1. RXN SMILES: [CH3:42][N:43]([CH3:44])[CH2:45][CH2:46][CH2:47][N:48]=[C:49]=[N:50][CH2:51][CH3:52].[CH:53]([N:54]([CH:55]([CH3:56])[CH3:57])[CH2:58][CH3:59])([CH3:60])[CH3:61].[Cl:22][c:23]1[cH:24][cH:25][c:26]([C:28](=[O:29])[OH:30])[s:27]1.[NH2:1][CH2:2][CH:3]1[CH2:4][N:5]([c:9]2[cH:10][c:11]([F:21])[c:12]([N:15]3[CH2:16][CH2:17][O:18][CH2:19][CH2:20]3)[cH:13][cH:14]2)[C:6](=[O:8])[O:7]1.[O:62]=[CH:63][N:64]([CH3:65])[CH3:66].[OH2:31].[OH:32][n:33]1[c:34]2[cH:35][cH:36][cH:37][cH:38][c:39]2[n:40][n:41]1>>[NH:1]([CH2:2][CH:3]1[CH2:4][N:5]([c:9]2[cH:10][c:11]([F:21])[c:12]([N:15]3[CH2:16][CH2:17][O:18][CH2:19][CH2:20]3)[cH:13][cH:14]2)[C:6](=[O:8])[O:7]1)[C:28]([c:26]1[cH:25][cH:24][c:23]([Cl:22])[s:27]1)=[O:29]. Reactants: O=O (oxygen), bis(acetylacetonato)manganese(II) dihydrate, C1CCCCCCCCCCC1 (cyclododecane), ON1C(C=2C(C1=O)=CC=CC2)=O (N-hydroxyphthalimide). The reagents and catalysts are O.O.O.O.C(C)(=O)[O-].[Co+2].C(C)(=O)[O-] (cobalt(II) acetate tetrahydrate). The solvent is C(C)(=O)O (acetic acid). Product: C1(CCCCCCCCCCC1)=O (cyclododecanone), C1(CCCCCCCCCCC1)O (cyclododecanol). Isolated yield 13.1%. Reaction SMILES: [CH2:1]1[CH2:12][CH2:11][CH2:10][CH2:9][CH2:8][CH2:7][CH2:6][CH2:5][CH2:4][CH2:3][CH2:2]1.[OH:13]N1[C:18](=O)[C:17]2=[CH:20][CH:21]=[CH:22][CH:23]=[C:16]2[C:15]1=[O:24].O=O>O.O.O.O.C([O-])(=O)C.[Co+2].C([O-])(=O)C.C(O)(=O)C>[C:1]1(=[O:13])[CH2:12][CH2:11][CH2:10][CH2:9][CH2:8][CH2:7][CH2:6][CH2:5][CH2:4][CH2:3][CH2:2]1.[CH:15]1([OH:24])[CH2:16][CH2:23][CH2:22][CH2:21][CH2:20][CH2:17][CH2:18][CH2:3][CH2:2][CH2:1][CH2:12]1 |f:3.4.5.6.7.8.9|. Procedure details: In a flask having an internal volume of 100 ml, 8.4 g (50 mmol) of cyclododecane, 4.52 g of acetic acid, 16.3 mg (0.1 mmol) of N-hydroxyphthalimide, 28.9 mg (0.1 mmol) of bis(acetylacetonato)manganese(II) dihydrate, and 2.0 mg (0.01 mmol) of cobalt(II) acetate tetrahydrate were placed, and an oxygen balloon was attached to the reactor. The liquid temperature was raised on an oil bath and was held at 100° C. The reaction was terminated by cooling 6 hours later. A reaction mixture was diluted with...